Dataset: the Open Reaction Database (ORD), a public repository of structured organic reaction records. Task: describe an organic reaction: reactants, conditions, products, and yield Reactants: CN(C)C=O, Cn1c(C(F)(F)F)cc(=O)n(-c2cc(O)c(Cl)cc2F)c1=O, O=C(Cl)N1CCCCC1, [H-], [Na+]. The product is Cn1c(C(F)(F)F)cc(=O)n(-c2cc(OC(=O)N3CCCCC3)c(Cl)cc2F)c1=O. Reaction SMILES: [CH3:34][N:35]([CH3:36])[CH:37]=[O:38].[Cl:1][c:2]1[cH:3][c:4]([F:22])[c:5](-[n:9]2[c:10](=[O:21])[n:11]([CH3:20])[c:12]([C:16]([F:17])([F:18])[F:19])[cH:13][c:14]2=[O:15])[cH:6][c:7]1[OH:8].[Cl:23][C:24](=[O:25])[N:26]1[CH2:27][CH2:28][CH2:29][CH2:30][CH2:31]1.[H-:32].[Na+:33]>>[Cl:1][c:2]1[cH:3][c:4]([F:22])[c:5](-[n:9]2[c:10](=[O:21])[n:11]([CH3:20])[c:12]([C:16]([F:17])([F:18])[F:19])[cH:13][c:14]2=[O:15])[cH:6][c:7]1[O:8][C:24](=[O:25])[N:26]1[CH2:27][CH2:28][CH2:29][CH2:30][CH2:31]1. Starting materials: CCOC(C)=O, Nc1ccc(C(F)(F)F)cn1, O=[N+]([O-])O, O=S(=O)(O)O. Yields the product Nc1ncc(C(F)(F)F)cc1[N+](=O)[O-]. RXN SMILES: [CH3:21][CH2:22][O:23][C:24]([CH3:25])=[O:26].[F:1][C:2]([c:3]1[cH:4][cH:5][c:6]([NH2:9])[n:7][cH:8]1)([F:10])[F:11].[OH:12][N+:13]([O-:14])=[O:15].[S:16](=[O:17])(=[O:18])([OH:19])[OH:20]>>[F:1][C:2]([c:3]1[cH:4][c:5]([N+:13](=[O:12])[O-:14])[c:6]([NH2:9])[n:7][cH:8]1)([F:10])[F:11]. The reactants are C(C)(=O)OCC (Ethyl acetate), C(C)(C)(C)[Si](C1=CC=CC=C1)(C1=CC=CC=C1)Cl (Tert-Butylchlorodiphenylsilane), O[C@@H]([C@@H](C1=CC(=C(C(=C1)F)F)F)NC(OC(C)(C)C)=O)C (tert-butyl [(1R,2R)-2-hydroxy-1-(3,4,5-trifluorophenyl)propyl]carbamate), N1C=NC=C1 (imidazole). The solvent is CN(C)C=O (DMF). Reaction conditions: time 3 hour. Yields the product [Si](C1=CC=CC=C1)(C1=CC=CC=C1)(C(C)(C)C)O[C@@H]([C@@H](C1=CC(=C(C(=C1)F)F)F)NC(OC(C)(C)C)=O)C (tert-butyl [(1R,2R)-2-tert-butyldiphenylsilanyloxy-1-(3,4,5-trifluorophenyl)propyl]carbamate). Reaction SMILES: [C:1]([Si:5](Cl)([C:12]1[CH:17]=[CH:16][CH:15]=[CH:14][CH:13]=1)[C:6]1[CH:11]=[CH:10][CH:9]=[CH:8][CH:7]=1)([CH3:4])([CH3:3])[CH3:2].[OH:19][C@H:20]([CH3:39])[C@H:21]([NH:31][C:32](=[O:38])[O:33][C:34]([CH3:37])([CH3:36])[CH3:35])[C:22]1[CH:27]=[C:26]([F:28])[C:25]([F:29])=[C:24]([F:30])[CH:23]=1.N1C=CN=C1.C(OCC)(=O)C>CN(C=O)C>[Si:5]([O:19][C@H:20]([CH3:39])[C@H:21]([NH:31][C:32](=[O:38])[O:33][C:34]([CH3:36])([CH3:35])[CH3:37])[C:22]1[CH:27]=[C:26]([F:28])[C:25]([F:29])=[C:24]([F:30])[CH:23]=1)([C:1]([CH3:4])([CH3:3])[CH3:2])([C:12]1[CH:17]=[CH:16][CH:15]=[CH:14][CH:13]=1)[C:6]1[CH:11]=[CH:10][CH:9]=[CH:8][CH:7]=1. Procedure details: Tert-Butylchlorodiphenylsilane (2.0 ml) was added in four portions to a solution of tert-butyl [(1R,2R)-2-hydroxy-1-(3,4,5-trifluorophenyl)propyl]carbamate (610 mg) and imidazole (817 mg) in DMF (3 ml) in a nitrogen atmosphere, and the reaction solution was stirred at room temperature for three hours. Ethyl acetate was added to the reaction solution, which was then sequentially washed with water, 1 N hydrochloric acid, water, a saturated sodium bicarbonate solution, and brine. The organic layer ... Starting materials: CO, COC(=O)c1ccc(F)cc1O, NN, O. Yields the product NNC(=O)c1ccc(F)cc1O. Reaction SMILES: [CH3:16][OH:17].[F:1][c:2]1[cH:3][c:4]([OH:12])[c:5]([C:6](=[O:7])[O:8][CH3:9])[cH:10][cH:11]1.[NH2:14][NH2:15].[OH2:13]>>[F:1][c:2]1[cH:3][c:4]([OH:12])[c:5]([C:6](=[O:7])[NH:14][NH2:15])[cH:10][cH:11]1. Reactants: Cl/C(/C(=O)[O-])=C(/C(=O)[O-])\Cl.FC1=CC=C([NH3+])C=C1.FC1=CC=C([NH3+])C=C1 (4-fluoroanilinium 2,3-dichloromaleate). The solvent is O (water). The product is FC1=CC=C(C=C1)N1C(C(=C(C1=O)Cl)Cl)=O (N-(4-fluorophenyl)-2,3-dichloromaleimide). Isolated yield 95.0%. As a reaction SMILES: [Cl:1]/[C:2](=[C:6](\[Cl:10])/[C:7]([O-])=[O:8])/[C:3]([O-])=[O:4].[F:11][C:12]1[CH:18]=[CH:17][C:15]([NH3+:16])=[CH:14][CH:13]=1.FC1C=CC([NH3+])=CC=1>O>[F:11][C:12]1[CH:18]=[CH:17][C:15]([N:16]2[C:3](=[O:4])[C:2]([Cl:1])=[C:6]([Cl:10])[C:7]2=[O:8])=[CH:14][CH:13]=1 |f:0.1.2|. Procedure: 5.56g of the thusly resulted 4-fluoroanilinium 2,3-dichloromaleate was suspended in 40 ml of water and allowed to react for 2 hours at reflux temperatures. Upon cooling the reaction mixture, precipitated crystal was separated by filtration to obtain 4.8g of N-(4-fluorophenyl)-2,3-dichloromaleimide melting at 240°-242° C (not corrected) at a yield of 95.0%. An analysis by gas chromatography showed the product had a purity of 99.2%. Reactants: C1(CC1)N1C=C(C(C2=CC(=C(C(=C12)F)F)F)=O)C(=O)O (1-cyclopropyl-6,7,8-trifluoro-1,4-dihydro-4-oxoquinoline-3-carboxylic acid), CN(C)CC1CNCCO1 (2-(dimethylaminomethyl)morpholine). Procedure: By the use of 1-cyclopropyl-6,7,8-trifluoro-1,4-dihydro-4-oxoquinoline-3-carboxylic acid and 2-(dimethylaminomethyl)morpholine, the reaction is similarly carried out as Example 1 to give 1-cyclopropyl-7-[2-(dimethylaminomethyl)morpholino]-6,8-difluoro-1,4-dihydro-4-oxoquinoline-3-carboxylic acid, melting at 182°-183° C. Reaction SMILES: [CH:1]1([N:4]2[C:13]3[C:8](=[CH:9][C:10]([F:16])=[C:11](F)[C:12]=3[F:14])[C:7](=[O:17])[C:6]([C:18]([OH:20])=[O:19])=[CH:5]2)[CH2:3][CH2:2]1.[CH3:21][N:22]([CH2:24][CH:25]1[O:30][CH2:29][CH2:28][NH:27][CH2:26]1)[CH3:23]>>[CH:1]1([N:4]2[C:13]3[C:8](=[CH:9][C:10]([F:16])=[C:11]([N:27]4[CH2:28][CH2:29][O:30][CH:25]([CH2:24][N:22]([CH3:23])[CH3:21])[CH2:26]4)[C:12]=3[F:14])[C:7](=[O:17])[C:6]([C:18]([OH:20])=[O:19])=[CH:5]2)[CH2:2][CH2:3]1. Yields the product C1(CC1)N1C=C(C(C2=CC(=C(C(=C12)F)N1CC(OCC1)CN(C)C)F)=O)C(=O)O (1-cyclopropyl-7-[2-(dimethylaminomethyl)morpholino]-6,8-difluoro-1,4-dihydro-4-oxoquinoline-3-carboxylic acid). Starting materials: C(C1=CC=CC=C1)OC1=C(C=C(C=C1)Cl)C=1C(=CC=CC1)C=1C(=CC=CC1)C(=O)O (2-benzyloxy-5-chloro-[1,1′;2′,1″]terphenyl-2″-carboxylic acid), C1(=CC=CC=C1)S(=O)(=O)N (benzenesulphonamide), C(CCl)Cl (EDC), ClCCl.O1CCCC1 (dichloromethane tetrahydrofuran). Reagents/catalysts: CN(C1=CC=NC=C1)C (4-dimethylaminopyridine). Solvent: C(C)(=O)OCC (ethyl acetate). Reaction conditions: time 16 hour. The product is C(C1=CC=CC=C1)OC1=C(C=C(C=C1)Cl)C=1C(=CC=CC1)C1=C(C=CC=C1)C(=O)NS(=O)(=O)C1=CC=CC=C1 (N-[1-(2-Benzyloxy-5-chloro-[1,1′;2′,1″]terphenyl-2″-yl)-methanoyl]-benzenesulfonamide). RXN SMILES: [CH2:1]([O:8][C:9]1[CH:14]=[CH:13][C:12]([Cl:15])=[CH:11][C:10]=1[C:16]1[C:17]([C:22]2[C:23]([C:28](O)=[O:29])=[CH:24][CH:25]=[CH:26][CH:27]=2)=[CH:18][CH:19]=[CH:20][CH:21]=1)[C:2]1[CH:7]=[CH:6][CH:5]=[CH:4][CH:3]=1.[C:31]1([S:37]([NH2:40])(=[O:39])=[O:38])[CH:36]=[CH:35][CH:34]=[CH:33][CH:32]=1.C(Cl)CCl.ClCCl.O1CCCC1>CN(C)C1C=CN=CC=1.C(OCC)(=O)C>[CH2:1]([O:8][C:9]1[CH:14]=[CH:13][C:12]([Cl:15])=[CH:11][C:10]=1[C:16]1[C:17]([C:22]2[CH:27]=[CH:26][CH:25]=[CH:24][C:23]=2[C:28]([NH:40][S:37]([C:31]2[CH:36]=[CH:35][CH:34]=[CH:33][CH:32]=2)(=[O:39])=[O:38])=[O:29])=[CH:18][CH:19]=[CH:20][CH:21]=1)[C:2]1[CH:3]=[CH:4][CH:5]=[CH:6][CH:7]=1 |f:3.4|. Procedure: A mixture of 2-benzyloxy-5-chloro-[1,1′;2′,1″]terphenyl-2″-carboxylic acid (100 mg, 0.24 mmol), benzenesulphonamide (46 mg, 0.29 mmol), EDC (56 mg, 0.29 mmol), and 4-dimethylaminopyridine (5 mg, 0.03 mmol) in 1:1 dichloromethane/tetrahydrofuran (4 ml) was stirred at room temperature for 16 hours. The mixture was diluted with ethyl acetate (10 ml) and washed with aq. sodium bicarbonate (5 ml), dilute hydrochloric acid (5 ml), water (5 ml), and brine (5 ml). The organic phase was dried and evapora... The reactants are BrCc1ccccc1, Cl, [Li+], Nc1cc(C(=O)O)cc(S(N)(=O)=O)c1Sc1ccccc1, [OH-], O. Product: NS(=O)(=O)c1cc(C(=O)O)cc(NCc2ccccc2)c1Sc1ccccc1. As a reaction SMILES: [Br:24][CH2:25][c:26]1[cH:27][cH:28][cH:29][cH:30][cH:31]1.[ClH:32].[Li+:22].[NH2:1][c:2]1[cH:3][c:4]([C:5](=[O:6])[OH:7])[cH:8][c:9]([S:18]([NH2:19])(=[O:20])=[O:21])[c:10]1[S:11][c:12]1[cH:13][cH:14][cH:15][cH:16][cH:17]1.[OH-:23].[OH2:33]>>[NH:1]([c:2]1[cH:3][c:4]([C:5](=[O:6])[OH:7])[cH:8][c:9]([S:18]([NH2:19])(=[O:20])=[O:21])[c:10]1[S:11][c:12]1[cH:13][cH:14][cH:15][cH:16][cH:17]1)[CH2:25][c:26]1[cH:27][cH:28][cH:29][cH:30][cH:31]1. Reactants: NC=1C=CC2=C(NC(CCC2(C)C)=O)C1 (8-amino-5,5-dimethyl-1,3,4,5-tetrahydro-benzo[b]azepin-2-one), ClC1=NC=C(C(=N1)NC1=C(C(=O)NCC#C)C=CC=C1F)Cl (2-(2,5-dichloro-pyrimidin-4-ylamino)-3-fluoro-N-prop-2-ynyl-benzamide). The product is ClC=1C(=NC(=NC1)NC=1C=CC2=C(NC(CCC2(C)C)=O)C1)NC1=C(C(=O)NCC#C)C=CC=C1F (2-[5-Chloro-2-(5,5-dimethyl-2-oxo-2,3,4,5-tetrahydro-1H-benzo[b]azepin-8-ylamino)-pyrimidin-4-ylamino]-3-fluoro-N-prop-2-ynyl-benzamide), foam. The yield is 50.0%. Reaction SMILES: [NH2:1][C:2]1[CH:3]=[CH:4][C:5]2[C:11]([CH3:13])([CH3:12])[CH2:10][CH2:9][C:8](=[O:14])[NH:7][C:6]=2[CH:15]=1.Cl[C:17]1[N:22]=[C:21]([NH:23][C:24]2[C:35]([F:36])=[CH:34][CH:33]=[CH:32][C:25]=2[C:26]([NH:28][CH2:29][C:30]#[CH:31])=[O:27])[C:20]([Cl:37])=[CH:19][N:18]=1>>[Cl:37][C:20]1[C:21]([NH:23][C:24]2[C:35]([F:36])=[CH:34][CH:33]=[CH:32][C:25]=2[C:26]([NH:28][CH2:29][C:30]#[CH:31])=[O:27])=[N:22][C:17]([NH:1][C:2]2[CH:3]=[CH:4][C:5]3[C:11]([CH3:12])([CH3:13])[CH2:10][CH2:9][C:8](=[O:14])[NH:7][C:6]=3[CH:15]=2)=[N:18][CH:19]=1. Procedure: 2-[5-Chloro-2-(5,5-dimethyl-2-oxo-2,3,4,5-tetrahydro-1H-benzo[b]azepin-8-ylamino)-pyrimidin-4-ylamino]-3-fluoro-N-prop-2-ynyl-benzamide was prepared from 8-amino-5,5-dimethyl-1,3,4,5-tetrahydro-benzo[b]azepin-2-one and 2-(2,5-dichloro-pyrimidin-4-ylamino)-3-fluoro-N-prop-2-ynyl-benzamide in an analogous manner to Example 308c. Product isolated as an orange foam (103 mg, 50%). LCMS (m/e) 507 (M+H); 1H-NMR (CDCl3, 400 MHz) δ 8.40 (s, 1H), 8.10 (s, 1H), 7.55 (d, 1H, J=7.8 Hz), 7.47-7.33 (m, 3H), 7....